The task is: describe an organic reaction: reactants, conditions, products, and yield. This data is from the Open Reaction Database (ORD), a public repository of structured organic reaction records. Reactants: [Cr](=O)(=O)([O-])Cl.[NH+]1=CC=CC=C1 (Pyridinium chlorochromate), ClC=1N=C(C2=C(N1)SC=C2C2=CC=CC=C2)N2CCC(CC2)CO ([1-(2-chloro-5-phenyl-thieno[2,3-d]pyrimidin-4-yl)-4-piperidyl]methanol). The solvent is ClCCl (dichloromethane). Run at time 2 hour. The product is ClC=1N=C(C2=C(N1)SC=C2C2=CC=CC=C2)N2CCC(CC2)C=O (1-(2-chloro-5-phenyl-thieno[2,3-d]pyrimidin-4-yl)piperidine-4-carbaldehyde). Isolated yield 100.5%. Reaction SMILES: [Cr](Cl)([O-])(=O)=O.[NH+]1C=CC=CC=1.[Cl:12][C:13]1[N:14]=[C:15]([N:28]2[CH2:33][CH2:32][CH:31]([CH2:34][OH:35])[CH2:30][CH2:29]2)[C:16]2[C:21]([C:22]3[CH:27]=[CH:26][CH:25]=[CH:24][CH:23]=3)=[CH:20][S:19][C:17]=2[N:18]=1>ClCCl>[Cl:12][C:13]1[N:14]=[C:15]([N:28]2[CH2:29][CH2:30][CH:31]([CH:34]=[O:35])[CH2:32][CH2:33]2)[C:16]2[C:21]([C:22]3[CH:23]=[CH:24][CH:25]=[CH:26][CH:27]=3)=[CH:20][S:19][C:17]=2[N:18]=1 |f:0.1|. Procedure: Pyridinium chlorochromate (898 mg, 4.17 mmol) was added to a stirred solution of [1-(2-chloro-5-phenyl-thieno[2,3-d]pyrimidin-4-yl)-4-piperidyl]methanol (1 g, 2.78 mmol) in dry dichloromethane (ml) at room temperature. The resulting mixture was stirred for 2 h and then eluted through a pad of silica (eluting ethyl acetate). The solvent was evaporated to give the 1-(2-chloro-5-phenyl-thieno[2,3-d]pyrimidin-4-yl)piperidine-4-carbaldehyde as a pale yellow solid (1 g, quantitative yield). Product wa...